From a dataset of the Open Reaction Database (ORD), a public repository of structured organic reaction records. describe an organic reaction: reactants, conditions, products, and yield The reactants are ClCC1=C(C(=O)Cl)C=CC=C1 (o-(chloromethyl)benzoyl chloride), CO (methanol), CO (methanol). Run at time 10 hour. The product is COC(C1=C(C=CC=C1)CCl)=O (o-(chloromethyl)benzoic Acid Methyl Ester). Yield: 94.0%. As a reaction SMILES: [Cl:1][CH2:2][C:3]1[CH:11]=[CH:10][CH:9]=[CH:8][C:4]=1[C:5](Cl)=[O:6].[CH3:12][OH:13]>>[CH3:12][O:13][C:5](=[O:6])[C:4]1[CH:8]=[CH:9][CH:10]=[CH:11][C:3]=1[CH2:2][Cl:1]. Reported procedure: 180 g of o-(chloromethyl)benzoyl chloride was placed in a double-neck 500 ml flask equipped with a thermometer, cooler and dropping funnel. While maintaining the internal temperature of a reactor at 40˜50° C., 50 ml of methanol was added dropwise. After all amounts of methanol were infused, the reacting mixture was stirred for 10 hours, while maintaining the internal temperature of a reactor at 40˜50° C. After a distillator was equipped, a fractional distillation under reduced pressure was made ... The reactants are FC(C1=CC=2N3C4=C(C=CC=C4SC2C=C1)C(NC3=S)=O)(F)F (10-trifluoromethyl-1H-pyrimido[5,4,3-kl]phenothiazine-3-one-1(2H)-thione), FC(C1=CC=2N3C4=C(C=CC=C4SC2C=C1)C(NC3=O)=O)(F)F (10-trifluoromethyl-1H-pyrimido[5,4,3-kl]phenothiazine-1,3(2H)-dione). Product: FC(C1=CC=2N3C4=C(C=CC=C4S(C2C=C1)=O)C(NC3=S)=O)(F)F (10-Trifluoromethyl-1H-pyrimido[5,4,3-kl]phenothiazine-3-one-1(2H)-thione-7-oxide). As a reaction SMILES: [F:1][C:2]([F:23])([F:22])[C:3]1[CH:16]=[CH:15][C:14]2[S:13][C:12]3[C:7]4=[C:8]([C:17](=[O:21])[NH:18][C:19](=[S:20])[N:6]4[C:5]=2[CH:4]=1)[CH:9]=[CH:10][CH:11]=3.FC(F)(F)C1C=CC2SC3C4=C(C(=O)NC(=[O:43])N4C=2C=1)C=CC=3>>[F:23][C:2]([F:1])([F:22])[C:3]1[CH:16]=[CH:15][C:14]2[S:13](=[O:43])[C:12]3[C:7]4=[C:8]([C:17](=[O:21])[NH:18][C:19](=[S:20])[N:6]4[C:5]=2[CH:4]=1)[CH:9]=[CH:10][CH:11]=3. Procedure: When an equivalent amount of 10-trifluoromethyl-1H-pyrimido[5,4,3-kl]phenothiazine-3-one-1(2H)-thione is substituted in the procedure of Example 6 for 10-trifluoromethyl-1H-pyrimido[5,4,3-kl]phenothiazine-1,3(2H)-dione, the title compound is obtained. Starting materials: Cl.Cl.OC=1C(=[N+](C(=CC1)C(CNC(C)(C)C)O)[O-])CO (3-hydroxy-6-(1-hydroxy-2-tertbutylaminoethyl)-2-hydroxymethylpyridine N-oxide dihydrochloride). The reagents and catalysts are [Pd] (palladium on carbon). Run in CO (methanol). Run at time 2 day. Product: Cl.Cl.OC=1C(=NC(=CC1)C(CNC(C)(C)C)O)C (3-hydroxy-6-(1-hydroxy-2-tert-butylaminoethyl)-2-methylpyridine dihydrochloride). Reaction SMILES: [ClH:1].Cl.[OH:3][C:4]1[C:5]([CH2:19]O)=[N+:6]([O-])[C:7]([CH:10]([OH:17])[CH2:11][NH:12][C:13]([CH3:16])([CH3:15])[CH3:14])=[CH:8][CH:9]=1>[Pd].CO>[ClH:1].[ClH:1].[OH:3][C:4]1[C:5]([CH3:19])=[N:6][C:7]([CH:10]([OH:17])[CH2:11][NH:12][C:13]([CH3:14])([CH3:15])[CH3:16])=[CH:8][CH:9]=1 |f:0.1.2,5.6.7|. Procedure details: Into a 500 ml. Parr bottle there was introduced 13.4 g. (0.04 mole) of 3-hydroxy-6-(1-hydroxy-2-tertbutylaminoethyl)-2-hydroxymethylpyridine N-oxide dihydrochloride and 6.5 g. of 5% palladium on carbon catalyst in 150 ml. of methanol. Under a hydrogen pressure of 43 psi the mixture was shaken at room temperature for two days. The catalyst was removed by filtration under a nitrogen atmosphere followed by removal of the solvent in vacuo to give an oil which was triturated with isopropanol to induc... Reactants: C(C1=CC=CC=C1)OC(=O)NC1=CC=C(C=C1)CCCC=1N(C=CN1)C(=O)OC(C)(C)C (tert-butyl 2-(3-(4-(((benzyloxy)carbonyl)amino)phenyl)propyl)-1H-imidazole-1-carboxylate). The reagents and catalysts are [Pd] (Pd/C). Solvent: CCOC(=O)C (EtOAc). Run at time 2 hour. Yields the product NC1=CC=C(C=C1)CCCC=1N(C=CN1)C(=O)OC(C)(C)C (tert-butyl 2-(3-(4-aminophenyl)propyl)-1H-imidazole-1-carboxylate). The yield is 70.0%. As a reaction SMILES: C(OC([NH:11][C:12]1[CH:17]=[CH:16][C:15]([CH2:18][CH2:19][CH2:20][C:21]2[N:22]([C:26]([O:28][C:29]([CH3:32])([CH3:31])[CH3:30])=[O:27])[CH:23]=[CH:24][N:25]=2)=[CH:14][CH:13]=1)=O)C1C=CC=CC=1>CCOC(C)=O.[Pd]>[NH2:11][C:12]1[CH:17]=[CH:16][C:15]([CH2:18][CH2:19][CH2:20][C:21]2[N:22]([C:26]([O:28][C:29]([CH3:32])([CH3:31])[CH3:30])=[O:27])[CH:23]=[CH:24][N:25]=2)=[CH:14][CH:13]=1. Procedure details: A solution of compound 58 (80 mg, 0.18 mmol) in EtOAc (5 mL) was added Pd/C (10 mg, 10%) under N2. The suspension was degassed under vacuum and purged with H2 several times. The mixture was stirred under H2 balloon at room temperature for 2 h. The suspension was filtered and the solid was washed by EtOAc. The filtrates were concentrated to dryness to give compound 59 (38 mg, 70%) as a light yellow oil. The crude product was used directly for the next step without purification. 1H NMR (400 MHz, C... Reactants: CC(=O)O[BH-](OC(C)=O)OC(C)=O, CC(C)=O, ClCCl, COc1ccc(N)cn1, [Na+], [Na+], O=C([O-])O. Product: COc1ccc(NC(C)C)cn1. RXN SMILES: [C:14]([O:15][BH-:16]([O:17][C:18](=[O:19])[CH3:20])[O:21][C:22](=[O:23])[CH3:24])(=[O:25])[CH3:26].[CH3:10][C:11]([CH3:12])=[O:13].[Cl:28][CH2:29][Cl:30].[NH2:1][c:2]1[cH:3][cH:4][c:5]([O:8][CH3:9])[n:6][cH:7]1.[Na+:27].[Na+:35].[O-:31][C:32]([OH:33])=[O:34]>>[NH:1]([c:2]1[cH:3][cH:4][c:5]([O:8][CH3:9])[n:6][cH:7]1)[CH:11]([CH3:10])[CH3:12]. Reactants: CC(C)(C)c1cnc(C(=O)Nc2cc(B3OC(C)(C)C(C)(C)O3)ccc2F)cn1, CC(C)(C)OC(=O)N1CCCC(Nc2cc(Cl)n[nH]c2=O)C1, [Na+], [Na+], O=C([O-])[O-], C1COCCO1, CN(C)C=O, O, c1ccc(P(c2ccccc2)(c2ccccc2)[Pd](P(c2ccccc2)(c2ccccc2)c2ccccc2)(P(c2ccccc2)(c2ccccc2)c2ccccc2)P(c2ccccc2)(c2ccccc2)c2ccccc2)cc1. The product is CC(C)(C)OC(=O)N1CCCC(Nc2cc(-c3ccc(F)c(NC(=O)c4cnc(C(C)(C)C)cn4)c3)n[nH]c2=O)C1. Reaction SMILES: [C:23]([CH3:24])([CH3:25])([CH3:26])[c:27]1[n:28][cH:29][c:30]([C:33](=[O:34])[NH:35][c:36]2[c:37]([F:51])[cH:38][cH:39][c:40]([B:42]3[O:43][C:44]([CH3:45])([CH3:46])[C:47]([CH3:48])([CH3:49])[O:50]3)[cH:41]2)[n:31][cH:32]1.[Cl:1][c:2]1[cH:3][c:4]([NH:9][CH:10]2[CH2:11][N:12]([C:16](=[O:17])[O:18][C:19]([CH3:20])([CH3:21])[CH3:22])[CH2:13][CH2:14][CH2:15]2)[c:5](=[O:8])[nH:6][n:7]1.[Na+:52].[Na+:53].[O-:54][C:55](=[O:56])[O-:57].[O:141]1[CH2:142][CH2:143][O:144][CH2:145][CH2:146]1.[O:58]=[CH:59][N:60]([CH3:61])[CH3:62].[OH2:140].[cH:63]1[cH:64][cH:65][c:66]([P:67]([Pd:68]([P:69]([c:70]2[cH:71][cH:72][cH:73][cH:74][cH:75]2)([c:76]2[cH:77][cH:78][cH:79][cH:80][cH:81]2)[c:82]2[cH:83][cH:84][cH:85][cH:86][cH:87]2)([P:88]([c:89]2[cH:90][cH:91][cH:92][cH:93][cH:94]2)([c:95]2[cH:96][cH:97][cH:98][cH:99][cH:100]2)[c:101]2[cH:102][cH:103][cH:104][cH:105][cH:106]2)[P:107]([c:108]2[cH:109][cH:110][cH:111][cH:112][cH:113]2)([c:114]2[cH:115][cH:116][cH:117][cH:118][cH:119]2)[c:120]2[cH:121][cH:122][cH:123][cH:124][cH:125]2)([c:126]2[cH:127][cH:128][cH:129][cH:130][cH:131]2)[c:132]2[cH:133][cH:134][cH:135][cH:136][cH:137]2)[cH:138][cH:139]1>>[c:2]1(-[c:40]2[cH:39][cH:38][c:37]([F:51])[c:36]([NH:35][C:33]([c:30]3[cH:29][n:28][c:27]([C:23]([CH3:24])([CH3:25])[CH3:26])[cH:32][n:31]3)=[O:34])[cH:41]2)[cH:3][c:4]([NH:9][CH:10]2[CH2:11][N:12]([C:16](=[O:17])[O:18][C:19]([CH3:20])([CH3:21])[CH3:22])[CH2:13][CH2:14][CH2:15]2)[c:5](=[O:8])[nH:6][n:7]1. The reactants are peptide, carboxylic acid, Solution A, NCC(=O)O (H-Gly-OH), CN1CCOCC1 (NMM), N1([C@@H](CCC1=O)C(=O)N1[C@H](C(=O)O)CCC1)C(=O)OCC1=CC=CC=C1 (Z-Glp-Pro-OH), solution A. The solvent is C(Cl)Cl (DCM), solution B, C(Cl)Cl (DCM). Reaction conditions: temperature 25 celsius. Yields the product N1([C@@H](CCC1=O)C(=O)N1[C@H](C(=O)NCC(=O)O)CCC1)C(=O)OCC1=CC=CC=C1 (Z-Glp-Pro-Gly-OH). As a reaction SMILES: [NH2:1][CH2:2][C:3]([OH:5])=[O:4].CN1CCOCC1.[N:13]1([C:29]([O:31][CH2:32][C:33]2[CH:38]=[CH:37][CH:36]=[CH:35][CH:34]=2)=[O:30])[C:17](=[O:18])[CH2:16][CH2:15][C@H:14]1[C:19]([N:21]1[CH2:28][CH2:27][CH2:26][C@H:22]1[C:23](O)=[O:24])=[O:20]>C(Cl)Cl>[N:13]1([C:29]([O:31][CH2:32][C:33]2[CH:34]=[CH:35][CH:36]=[CH:37][CH:38]=2)=[O:30])[C:17](=[O:18])[CH2:16][CH2:15][C@H:14]1[C:19]([N:21]1[CH2:28][CH2:27][CH2:26][C@H:22]1[C:23]([NH:1][CH2:2][C:3]([OH:5])=[O:4])=[O:24])=[O:20]. Procedure: Two solutions were prepared before the peptide coupling. Solution A: H-Gly-OH (1.2 eq.) was dissolved in MSA (3.0 eq.) at maximum 60° C. The suspension was cooled down to 25° C., diluted with DCM and stirred for at least 8 hours before being cooled to −15° C. In solution B, the carboxylic function of the Z-Glp-Pro-OH was dissolved with DCM and NMM (1.05 eq.). The solution was cooled to −15° C. The carboxylic acid was activated with IBCF (1.05 eq.) and the silylated solution A was then added to t...